This data is from the Open Reaction Database (ORD), a public repository of structured organic reaction records. The task is: describe an organic reaction: reactants, conditions, products, and yield Starting materials: O=C([O-])[O-], O=[N+]([O-])c1ccc(F)cc1, [K+], [K+], CN(C)C=O, O, Oc1ccc2oc3ccccc3c2c1. Product: O=[N+]([O-])c1ccc(Oc2ccc3oc4ccccc4c3c2)cc1. Reaction SMILES: [C:11](=[O:12])([O-:13])[O-:14].[F:1][c:2]1[cH:3][cH:4][c:5]([N+:8](=[O:9])[O-:10])[cH:6][cH:7]1.[K+:15].[K+:16].[O:32]=[CH:33][N:34]([CH3:35])[CH3:36].[OH2:31].[OH:17][c:18]1[cH:19][cH:20][c:21]2[o:22][c:23]3[cH:24][cH:25][cH:26][cH:27][c:28]3[c:29]2[cH:30]1>>[c:2]1([O:17][c:18]2[cH:19][cH:20][c:21]3[o:22][c:23]4[cH:24][cH:25][cH:26][cH:27][c:28]4[c:29]3[cH:30]2)[cH:3][cH:4][c:5]([N+:8](=[O:9])[O-:10])[cH:6][cH:7]1. Starting materials: NC=1C=NC=CC1N1C[C@H](CCC1)NC(OC(C)(C)C)=O ((S)-tert-butyl 1-(3-aminopyridin-4-yl)piperidin-3-ylcarbamate), BrC1=C(C=CC(=N1)C(=O)O)F (6-bromo-5-fluoropicolinic acid). The product is BrC1=C(C=CC(=N1)C(=O)NC=1C=NC=CC1N1C[C@H](CCC1)NC(OC(C)(C)C)=O)F ((S)-tert-butyl 1-(3-(6-bromo-5-fluoropicolinamido)pyridin-4-yl)piperidin-3-ylcarbamate). Reaction SMILES: [NH2:1][C:2]1[CH:3]=[N:4][CH:5]=[CH:6][C:7]=1[N:8]1[CH2:13][CH2:12][CH2:11][C@H:10]([NH:14][C:15](=[O:21])[O:16][C:17]([CH3:20])([CH3:19])[CH3:18])[CH2:9]1.[Br:22][C:23]1[N:28]=[C:27]([C:29](O)=[O:30])[CH:26]=[CH:25][C:24]=1[F:32]>>[Br:22][C:23]1[N:28]=[C:27]([C:29]([NH:1][C:2]2[CH:3]=[N:4][CH:5]=[CH:6][C:7]=2[N:8]2[CH2:13][CH2:12][CH2:11][C@H:10]([NH:14][C:15](=[O:21])[O:16][C:17]([CH3:18])([CH3:20])[CH3:19])[CH2:9]2)=[O:30])[CH:26]=[CH:25][C:24]=1[F:32]. Reported procedure: Following Method 11 (Example 305), (S)-tert-butyl 1-(3-aminopyridin-4-yl)piperidin-3-ylcarbamate was coupled to 6-bromo-5-fluoropicolinic acid yielding crude (S)-tert-butyl 1-(3-(6-bromo-5-fluoropicolinamido)pyridin-4-yl)piperidin-3-ylcarbamate (92%) which was used as is. LCMS (m/z): 496.2 (MH+); LC Rt=2.90 min. Starting materials: CC(C)(C)OC(=O)CCNC(=O)c1ccc(OC(CC2CCCCC2)c2ccc(-c3ccc(C(F)(F)F)cc3)cc2)cc1, CI, CN(C)C=O, [H-], [Na+]. Product: CN(CCC(=O)OC(C)(C)C)C(=O)c1ccc(OC(CC2CCCCC2)c2ccc(-c3ccc(C(F)(F)F)cc3)cc2)cc1. RXN SMILES: [C:1]([CH3:2])([CH3:3])([CH3:4])[O:5][C:6]([CH2:7][CH2:8][NH:9][C:10]([c:11]1[cH:12][cH:13][c:14]([O:17][CH:18]([CH2:19][CH:20]2[CH2:21][CH2:22][CH2:23][CH2:24][CH2:25]2)[c:26]2[cH:27][cH:28][c:29](-[c:32]3[cH:33][cH:34][c:35]([C:38]([F:39])([F:40])[F:41])[cH:36][cH:37]3)[cH:30][cH:31]2)[cH:15][cH:16]1)=[O:42])=[O:43].[CH3:46][I:47].[CH3:48][N:49]([CH3:50])[CH:51]=[O:52].[H-:45].[Na+:44]>>[C:1]([CH3:2])([CH3:3])([CH3:4])[O:5][C:6]([CH2:7][CH2:8][N:9]([C:10]([c:11]1[cH:12][cH:13][c:14]([O:17][CH:18]([CH2:19][CH:20]2[CH2:21][CH2:22][CH2:23][CH2:24][CH2:25]2)[c:26]2[cH:27][cH:28][c:29](-[c:32]3[cH:33][cH:34][c:35]([C:38]([F:39])([F:40])[F:41])[cH:36][cH:37]3)[cH:30][cH:31]2)[cH:15][cH:16]1)=[O:42])[CH3:46])=[O:43]. Reactants: CCO, CCOC(=O)C1(Cl)CC1(Cl)Cl, NN. The product is NNC(=O)C1(Cl)CC1(Cl)Cl. Reaction SMILES: [CH3:14][CH2:15][OH:16].[Cl:1][C:2]1([C:7]([O:9][CH2:8][CH3:10])=[O:11])[C:3]([Cl:5])([Cl:6])[CH2:4]1.[NH2:12][NH2:13]>>[Cl:1][C:2]1([C:7](=[O:9])[NH:12][NH2:13])[C:3]([Cl:5])([Cl:6])[CH2:4]1. Reactants: CC1=C(C(=O)O)C(=CC=C1)C (2,6-dimethylbenzoic acid), S(O)(O)(=O)=O (sulfuric acid), [N+](=O)(O)[O-] (HNO3). Reaction conditions: temperature 0 celsius, time 1 hour. The product is CC1=C(C(=O)O)C(=CC=C1[N+](=O)[O-])C (2,6-Dimethyl-3-nitrobenzoic acid). As a reaction SMILES: [CH3:1][C:2]1[CH:10]=[CH:9][CH:8]=[C:7]([CH3:11])[C:3]=1[C:4]([OH:6])=[O:5].S(=O)(=O)(O)O.[N+:17]([O-])([OH:19])=[O:18]>>[CH3:1][C:2]1[C:10]([N+:17]([O-:19])=[O:18])=[CH:9][CH:8]=[C:7]([CH3:11])[C:3]=1[C:4]([OH:6])=[O:5]. Reported procedure: 13.5 g (90.0 mmol) of 2,6-dimethylbenzoic acid were introduced in portions into a solution of 25 ml of conc. sulfuric acid and 25 ml of 65% strength HNO3 cooled to 0° C. After stirring at 0° C. for 1 h, the reaction mixture was poured onto ice, and the precipitate deposited was filtered off with suction and dried. 15.5 g of the title compound resulted. Reactants: CC1=C(C=CC=C1N)N (2-methyl-1,3-benzenediamine), 2-dimethylaminomethylene-1,3-bis(dimethylimmonio)propane bis-tetrafluoroborate, precipitate, C([O-])([O-])=O.[K+].[K+] (potassium carbonate), Cl (hydrochloric acid), C(C)(C)OC(C)C (isopropyl ether). The solvent is C(C)(C)O (isopropanol), C(C)(=O)OCC (ethyl acetate), O (water). Conditions: time 16 hour. The product is NC1=CC=C2C=C(C=NC2=C1C)C=O (7-amino-8-methyl-3-quinolinecarboaldehyde). As a reaction SMILES: [CH3:1][C:2]1[C:7]([NH2:8])=[CH:6][CH:5]=[CH:4][C:3]=1[NH2:9].Cl.[C:11](=[O:14])([O-])[O-].[K+].[K+].[CH:17](OC(C)C)([CH3:19])[CH3:18]>C(O)(C)C.C(OCC)(=O)C.O>[NH2:8][C:7]1[C:2]([CH3:1])=[C:3]2[C:4]([CH:18]=[C:17]([CH:11]=[O:14])[CH:19]=[N:9]2)=[CH:5][CH:6]=1 |f:2.3.4|. Reported procedure: A suspension of 2-methyl-1,3-benzenediamine (30.0 g, 246 mmol) and 2-dimethylaminomethylene-1,3-bis(dimethylimmonio)propane bis-tetrafluoroborate (263 g, 737 mmol) in isopropanol (500 ml) was heated under reflux with stirring for 16 hrs. and allowed to cool to room temperature. To the reaction solution was added 1N hydrochloric acid (500 ml). The mixture was stirred at 70° C. for 5 hrs. with heating and allowed to cool to room temperature. The resulting precipitate was collected and washed with ... The reactants are ClC(Cl)(Cl)Cl, COc1cc(OC)cc(OC)c1, O=S(=O)(O)Cl, ClCCl. Yields the product COc1cc(OC)c(S(=O)(=O)Cl)c(OC)c1. Reaction SMILES: [C:18]([Cl:19])([Cl:20])([Cl:21])[Cl:22].[CH3:1][O:2][c:3]1[cH:4][c:5]([O:6][CH3:7])[cH:8][c:9]([O:10][CH3:11])[cH:12]1.[Cl:13][S:14](=[O:15])(=[O:16])[OH:17].[Cl:23][CH2:24][Cl:25]>>[CH3:1][O:2][c:3]1[c:4]([S:14]([Cl:13])(=[O:15])=[O:16])[c:5]([O:6][CH3:7])[cH:8][c:9]([O:10][CH3:11])[cH:12]1.